Dataset: the Open Reaction Database (ORD), a public repository of structured organic reaction records. Task: describe an organic reaction: reactants, conditions, products, and yield The reactants are O=C1N(C=2N(C(=C1CC1=CC=C(C=C1)C=1C(=CC=CC1)C#N)CCC)N=CN2)C2CCC1(O[C@H]3[C@@H](O1)COC3)CC2 (4′-({5-oxo-7-propyl-4-[(3a′R,6a′S)-tetrahydrospiro[cyclohexane-1,2′-furo[3,4-d][1,3]dioxol]-4-yl]-4,5-dihydro[1,2,4]triazolo[1,5-a]pyrimidin-6-yl}methyl)biphenyl-2-carbonitrile), FC(S(=O)(=O)O[Si](C)(C)C(C)(C)C)(F)F (tert-butyl(dimethyl)silyl trifluoromethanesulfonate), N1=C(C=CC=C1C)C (2,6-lutidine), [Cl-].O[NH3+] (hydroxylammonium chloride), C(O)([O-])=O.[Na+] (sodium hydrogen carbonate). The solvent is C(C)(=O)OCC (ethyl acetate), O1CCCC1 (tetrahydrofuran), CS(=O)C (dimethyl sulfoxide), CS(=O)C (dimethyl sulfoxide), C(C)(=O)OCC (ethyl acetate). Run at temperature 0 celsius, time 3 hour. Yields the product O[C@@H]1[C@@H](COC1)O[C@@H]1CC[C@H](CC1)N1C=2N(C(=C(C1=O)CC1=CC=C(C=C1)C1=C(C=CC=C1)C1=NOC(N1)=O)CCC)N=CN2 (4-(trans-4-{[(3R,4S)-4-hydroxytetrahydrofuran-3-yl]oxy}cyclohexyl)-6-{[2′-(5-oxo-4,5-dihydro-1,2,4-oxadiazol-3-yl)biphenyl-4-yl]methyl}-7-propyl[1,2,4]triazolo[1,5-a]pyrimidin-5(4H)-one). Yield: 25.7%. As a reaction SMILES: [O:1]=[C:2]1[C:7]([CH2:8][C:9]2[CH:14]=[CH:13][C:12]([C:15]3[C:16]([C:21]#[N:22])=[CH:17][CH:18]=[CH:19][CH:20]=3)=[CH:11][CH:10]=2)=[C:6]([CH2:23][CH2:24][CH3:25])[N:5]2[N:26]=[CH:27][N:28]=[C:4]2[N:3]1[CH:29]1[CH2:41][CH2:40][C:32]2([O:36][C@H:35]3[CH2:37][O:38][CH2:39][C@H:34]3[O:33]2)[CH2:31][CH2:30]1.FC(F)(F)S(O[Si](C(C)(C)C)(C)C)(=O)=O.N1C(C)=CC=CC=1C.[Cl-].O[NH3+:67].[C:68](=[O:71])([O-])[OH:69].[Na+]>C(OCC)(=O)C.CS(C)=O.O1CCCC1>[OH:36][C@H:35]1[CH2:37][O:38][CH2:39][C@H:34]1[O:33][C@H:32]1[CH2:40][CH2:41][C@H:29]([N:3]2[C:2](=[O:1])[C:7]([CH2:8][C:9]3[CH:10]=[CH:11][C:12]([C:15]4[CH:20]=[CH:19][CH:18]=[CH:17][C:16]=4[C:21]4[NH:22][C:68](=[O:71])[O:69][N:67]=4)=[CH:13][CH:14]=3)=[C:6]([CH2:23][CH2:24][CH3:25])[N:5]3[N:26]=[CH:27][N:28]=[C:4]23)[CH2:30][CH2:31]1 |f:3.4,5.6|. Procedure: A mixture of 4′-({5-oxo-7-propyl-4-[(3a′R,6a′S)-tetrahydrospiro[cyclohexane-1,2′-furo[3,4-d][1,3]dioxol]-4-yl]-4,5-dihydro[1,2,4]triazolo[1,5-a]pyrimidin-6-yl}methyl)biphenyl-2-carbonitrile (0.14 g), tert-butyl(dimethyl)silyl trifluoromethanesulfonate (0.087 mL), 2,6-lutidine (0.044 mL) and tetrahydrofuran (5 mL) was stirred at 0° C. for 3 hr. The reaction mixture was diluted with ethyl acetate, washed with water and then with saturated brine, and dried over anhydrous magnesium sulfate. The solv... Product: O=C(NC(Cc1cccc(OC(F)(F)C(F)F)c1)C(O)c1ccc(OCCCOc2ccccc2)cc1)c1cccc2c1C=CCCC2. As a reaction SMILES: [C:39](=[O:40])([O-:41])[O-:42].[CH3:56][N:57]([CH3:58])[CH:59]=[O:60].[K+:43].[K+:44].[O:45]([c:46]1[cH:47][cH:48][cH:49][cH:50][cH:51]1)[CH2:52][CH2:53][CH2:54][Br:55].[OH2:61].[OH:1][CH:2]([CH:3]([CH2:4][c:5]1[cH:6][c:7]([O:11][C:12]([CH:13]([F:14])[F:15])([F:16])[F:17])[cH:8][cH:9][cH:10]1)[NH:18][C:19](=[O:20])[c:21]1[cH:22][cH:23][cH:24][c:25]2[c:26]1[CH:27]=[CH:28][CH2:29][CH2:30][CH2:31]2)[c:32]1[cH:33][cH:34][c:35]([OH:38])[cH:36][cH:37]1>>[OH:1][CH:2]([CH:3]([CH2:4][c:5]1[cH:6][c:7]([O:11][C:12]([CH:13]([F:14])[F:15])([F:16])[F:17])[cH:8][cH:9][cH:10]1)[NH:18][C:19](=[O:20])[c:21]1[cH:22][cH:23][cH:24][c:25]2[c:26]1[CH:27]=[CH:28][CH2:29][CH2:30][CH2:31]2)[c:32]1[cH:33][cH:34][c:35]([O:38][CH2:54][CH2:53][CH2:52][O:45][c:46]2[cH:47][cH:48][cH:49][cH:50][cH:51]2)[cH:36][cH:37]1. Starting materials: O=C([O-])[O-], CN(C)C=O, [K+], [K+], BrCCCOc1ccccc1, O, O=C(NC(Cc1cccc(OC(F)(F)C(F)F)c1)C(O)c1ccc(O)cc1)c1cccc2c1C=CCCC2. Starting materials: ClC=1C=C(N)C=C(C1OC1=C(C=C(C=C1)Cl)Cl)C (3-chloro-4-(2,4-dichlorophenoxy)-5-methylaniline), ClN1C(CCC1=O)=O (N-chlorosuccinimide). The solvent is C1=CC=CC=C1 (benzene). Reaction conditions: time 1.5 hour. The product is ClC1=C(N)C=C(C(=C1C)OC1=C(C=C(C=C1)Cl)Cl)Cl (2,5-dichloro-4-(2,4-dichlorophenoxy)-3-methylaniline). The yield is 24.9%. RXN SMILES: [Cl:1][C:2]1[CH:3]=[C:4]([CH:6]=[C:7]([CH3:18])[C:8]=1[O:9][C:10]1[CH:15]=[CH:14][C:13]([Cl:16])=[CH:12][C:11]=1[Cl:17])[NH2:5].[Cl:19]N1C(=O)CCC1=O>C1C=CC=CC=1>[Cl:19][C:6]1[C:7]([CH3:18])=[C:8]([O:9][C:10]2[CH:15]=[CH:14][C:13]([Cl:16])=[CH:12][C:11]=2[Cl:17])[C:2]([Cl:1])=[CH:3][C:4]=1[NH2:5]. Reported procedure: Into a magnetically stirred solution of 3-chloro-4-(2,4-dichlorophenoxy)-5-methylaniline (9.0 grams, 29.7 mmol) in benzene (60 milliliters) was added solid N-chlorosuccinimide (4.4 grams, 32.7 mmol). The mixture was stirred at room temperature for 1.5 hours, transferred to a separatory funnel and washed with saturated Na2SO3 solution (3x), water (2x) and brine (1x). The organic layer was dried over Na2SO4 and concentrated under reduced pressure to afford the crude product (10.08 grams) as a dark...